Dataset: the Open Reaction Database (ORD), a public repository of structured organic reaction records. Task: describe an organic reaction: reactants, conditions, products, and yield Starting materials: Cl.ClC1=CC=C(C=C1)CC=C1CN2CCC1CC2 (3-[2-(4-chlorophenyl)ethylidene]-quinuclidine hydrochloride), O1C(CC(=O)OC(C)(C)C)C1 (t-butyl 3,4-epoxybutyrate). Solvent: CO (methanol). Product: [Cl-].ClC1=CC=C(C=C1)CC=C1C[N+]2(CCC1CC2)CC(CC(=O)OC(C)(C)C)O (3-[2-(4-Chlorophenyl)ethylidene]-1-[3-((1,1-dimethylethoxy)carbonyl)-2-hydroxypropyl]-1-azoniabicyclo[2.2.2]octane chloride). RXN SMILES: Cl.[Cl:2][C:3]1[CH:8]=[CH:7][C:6]([CH2:9][CH:10]=[C:11]2[CH:16]3[CH2:17][CH2:18][N:13]([CH2:14][CH2:15]3)[CH2:12]2)=[CH:5][CH:4]=1.[O:19]1[CH2:29][CH:20]1[CH2:21][C:22]([O:24][C:25]([CH3:28])([CH3:27])[CH3:26])=[O:23]>CO>[Cl-:2].[Cl:2][C:3]1[CH:8]=[CH:7][C:6]([CH2:9][CH:10]=[C:11]2[CH:16]3[CH2:15][CH2:14][N+:13]([CH2:29][CH:20]([OH:19])[CH2:21][C:22]([O:24][C:25]([CH3:28])([CH3:27])[CH3:26])=[O:23])([CH2:18][CH2:17]3)[CH2:12]2)=[CH:5][CH:4]=1 |f:0.1,4.5|. Procedure: Partially dissolve 3-[2-(4-chlorophenyl)ethylidene]-quinuclidine hydrochloride (0.12 g, 0.5 mmole) in 5 ml of anhydrous methanol and stir under nitrogen atmosphere. Add t-butyl 3,4-epoxybutyrate (0.16 g, 1.0 mmole) and stir at room temperature for three days. Remove methanol in vacuo and purify the residue by preparative thin-layer chromatography on silica gel (acetonitrile: NH4OH, 90:10) to provide the title compound. Reactants: C1(=CC=CC=C1)C1=NN2C(C3=CC=CC=C3CC2)=N1 (2-phenyl-5,6-dihydro-s-triazolo[5,1-a]isoquinoline), BrNC(C)=O (N-bromoacetamide). The solvent is C(Cl)(Cl)(Cl)Cl (carbon tetrachloride). Product: C1(=CC=CC=C1)C1=NN2C(C3=CC=CC=C3C=C2)=N1 (2-Phenyl-s-triazolo[5,1-a]isoquinoline). Yield: 79.0%. As a reaction SMILES: [C:1]1([C:7]2[N:19]=[C:10]3[C:11]4[C:16]([CH2:17][CH2:18][N:9]3[N:8]=2)=[CH:15][CH:14]=[CH:13][CH:12]=4)[CH:6]=[CH:5][CH:4]=[CH:3][CH:2]=1.BrNC(=O)C>C(Cl)(Cl)(Cl)Cl>[C:1]1([C:7]2[N:19]=[C:10]3[C:11]4[C:16]([CH:17]=[CH:18][N:9]3[N:8]=2)=[CH:15][CH:14]=[CH:13][CH:12]=4)[CH:2]=[CH:3][CH:4]=[CH:5][CH:6]=1. Reported procedure: A mixture of 0.5 g. (0.002 mole) of 2-phenyl-5,6-dihydro-s-triazolo[5,1-a]isoquinoline and 0.28 g. (0.002 mole) of N-bromoacetamide in 10 ml. of carbon tetrachloride is refluxed for 5 hours. The crystalline precipitate which forms is filtered and dissolved in methylene chloride. The resulting solution is washed with sodium bicarbonate, then the solvent is evaporated off and the obtained residue recrystallized from ethyl acetate. Yield 79%. Starting materials: C=CC(=O)OCC(O)CC, CSc1cccc(N=C=O)c1, Cc1cc(C(C)(C)C)c(O)c(C(C)(C)C)c1, [N-]=C=O. The product is C=CC(=O)OCC(CC)OC(=O)Nc1cccc(SC)c1. Reaction SMILES: [C:28]([CH:29]=[CH2:30])(=[O:31])[O:32][CH2:33][CH:34]([CH2:35][CH3:36])[OH:37].[CH3:17][S:18][c:19]1[cH:20][c:21]([N:25]=[C:26]=[O:27])[cH:22][cH:23][cH:24]1.[CH3:1][c:2]1[cH:3][c:4]([C:5]([CH3:6])([CH3:7])[CH3:8])[c:9]([OH:10])[c:11]([C:12]([CH3:13])([CH3:14])[CH3:15])[cH:16]1.[N-:38]=[C:39]=[O:40]>>[CH3:17][S:18][c:19]1[cH:20][c:21]([NH:25][C:26](=[O:27])[O:37][CH:34]([CH2:33][O:32][C:28]([CH:29]=[CH2:30])=[O:31])[CH2:35][CH3:36])[cH:22][cH:23][cH:24]1. Starting materials: C=Cc1nc(OCC)n(Cc2ccc(-c3ccccc3C(=O)OC(C)(C)C)cc2F)c1C=O, Cl, NO, O, c1ccncc1. Yields the product C=Cc1nc(OCC)n(Cc2ccc(-c3ccccc3C(=O)OC(C)(C)C)cc2F)c1C=NO. Reaction SMILES: [C:1]([CH3:2])([CH3:3])([CH3:4])[O:5][C:6](=[O:7])[c:8]1[c:9](-[c:14]2[cH:15][c:16]([F:33])[c:17]([CH2:20][n:21]3[c:22]([O:30][CH2:31][CH3:32])[n:23][c:24]([CH:28]=[CH2:29])[c:25]3[CH:26]=[O:27])[cH:18][cH:19]2)[cH:10][cH:11][cH:12][cH:13]1.[ClH:40].[NH2:41][OH:42].[OH2:43].[cH:34]1[cH:35][cH:36][n:37][cH:38][cH:39]1>>[C:1]([CH3:2])([CH3:3])([CH3:4])[O:5][C:6](=[O:7])[c:8]1[c:9](-[c:14]2[cH:15][c:16]([F:33])[c:17]([CH2:20][n:21]3[c:22]([O:30][CH2:31][CH3:32])[n:23][c:24]([CH:28]=[CH2:29])[c:25]3[CH:26]=[N:41][OH:42])[cH:18][cH:19]2)[cH:10][cH:11][cH:12][cH:13]1. The reactants are Cc1cc(CCC(=O)c2sc(C)c3c2CC2C3C2(C)C)cc(C)c1OCC1CO1, CO. Product: COCC(O)COc1c(C)cc(CCC(=O)c2sc(C)c3c2CC2C3C2(C)C)cc1C. RXN SMILES: [CH3:1][c:2]1[cH:3][c:4]([CH2:14][CH2:15][C:16](=[O:17])[c:18]2[c:19]3[c:23]([c:24]([CH3:26])[s:25]2)[CH:22]2[CH:21]([CH2:20]3)[C:27]2([CH3:28])[CH3:29])[cH:5][c:6]([CH3:13])[c:7]1[O:8][CH2:9][CH:10]1[O:11][CH2:12]1.[CH3:30][OH:31]>>[CH3:1][c:2]1[cH:3][c:4]([CH2:14][CH2:15][C:16](=[O:17])[c:18]2[c:19]3[c:23]([c:24]([CH3:26])[s:25]2)[CH:22]2[CH:21]([CH2:20]3)[C:27]2([CH3:28])[CH3:29])[cH:5][c:6]([CH3:13])[c:7]1[O:8][CH2:9][CH:10]([OH:11])[CH2:12][O:31][CH3:30]. Reactants: CC(C)(C)CC(NC(=O)C(CC(C)(C)C)NC(=O)OC(C)(C)C)C(=O)O, Cl, C1COCCO1. Product: Cl, CC(C)(C)CC(N)C(=O)NC(CC(C)(C)C)C(=O)O. Reaction SMILES: [C:1]([O:2][C:3](=[O:4])[NH:8][CH:9]([CH2:10][C:11]([CH3:12])([CH3:13])[CH3:14])[C:15](=[O:16])[NH:17][CH:18]([CH2:19][C:20]([CH3:21])([CH3:22])[CH3:23])[C:24](=[O:25])[OH:26])([CH3:5])([CH3:6])[CH3:7].[ClH:27].[O:28]1[CH2:29][CH2:30][O:31][CH2:32][CH2:33]1>>[ClH:27].[NH2:8][CH:9]([CH2:10][C:11]([CH3:12])([CH3:13])[CH3:14])[C:15](=[O:16])[NH:17][CH:18]([CH2:19][C:20]([CH3:21])([CH3:22])[CH3:23])[C:24](=[O:25])[OH:26].